Dataset: the Open Reaction Database (ORD), a public repository of structured organic reaction records. Task: describe an organic reaction: reactants, conditions, products, and yield Reactants: FC(C(=O)O)(F)F (trifluoroacetic acid), N1=C(C=CC=2CCCNC12)CCCNC(=O)OC(C)(C)C (3-(5,6,7,8-tetrahydro-[1,8]-naphthyridin-2-yl)-N-Boc-propylamine), S(O)(O)(=O)=O (sulfuric acid). The solvent is C(Cl)Cl (methylene chloride), C(C)(=O)OCC (ethyl acetate). Yields the product N1=C(C=CC=2CCCNC12)CCCN (3-(5,6,7,8-Tetrahydro-[1,8]-naphthyridin-2-yl)-propylamine). RXN SMILES: [N:1]1[C:10]2[NH:9][CH2:8][CH2:7][CH2:6][C:5]=2[CH:4]=[CH:3][C:2]=1[CH2:11][CH2:12][CH2:13][NH:14]C(OC(C)(C)C)=O.FC(F)(F)C(O)=O.S(=O)(=O)(O)O>C(OCC)(=O)C.C(Cl)Cl>[N:1]1[C:10]2[NH:9][CH2:8][CH2:7][CH2:6][C:5]=2[CH:4]=[CH:3][C:2]=1[CH2:11][CH2:12][CH2:13][NH2:14]. Procedure: The title compound was prepared by treating the Boc derivative 1-5 with either HCI gas in ethyl acetate as described in U.S. Pat. No. 5,952,341 and WO 99/31061, or with trifluoroacetic acid in methylene chloride, or aqueous sulfuric acid; m.p. 66.0-68.5° C. The reactants are C(C1=CC=CC=C1)OC([C@@H](CC(=O)N(C)CC(CO)O)CC1=CC=CC=C1)=O ((2R)-3-(N-methyl-2,3-dihydroxypropylamino)carbonyl-2-benzylpropionic Acid Benzyl ester). The reagents and catalysts are [Pd] (Pd on carbon). Solvent: CO (methanol). Yields the product CN(C(=O)C[C@H](C(=O)O)CC1=CC=CC=C1)CC(CO)O ((2R)-3-(N-Methyl-2,3-dihydroxypropylamino) carbonyl-2-benzylpropionic Acid). Isolated yield 95.8%. As a reaction SMILES: C([O:8][C:9](=[O:28])[C@H:10]([CH2:21][C:22]1[CH:27]=[CH:26][CH:25]=[CH:24][CH:23]=1)[CH2:11][C:12]([N:14]([CH2:16][CH:17]([OH:20])[CH2:18][OH:19])[CH3:15])=[O:13])C1C=CC=CC=1>CO.[Pd]>[CH3:15][N:14]([CH2:16][CH:17]([OH:20])[CH2:18][OH:19])[C:12]([CH2:11][C@@H:10]([CH2:21][C:22]1[CH:27]=[CH:26][CH:25]=[CH:24][CH:23]=1)[C:9]([OH:28])=[O:8])=[O:13]. Procedure: The resultant compound from Example 144 (200 mg, 0.523 mmol) and 10% Pd on carbon (200 mg) in methanol (10 ml) were stirred under a hydrogen atmosphere for 3 h. The reaction was filtered and evaporated to afford 148 mg (97%) of the desired product as an oil. Reactants: Cc1cc(-c2ccc(C(F)(F)F)cc2)cc(-c2ccc(Br)s2)n1, CC1(C)OB(c2ccc(N)nc2)OC1(C)C. Product: Cc1cc(-c2ccc(C(F)(F)F)cc2)cc(-c2ccc(-c3ccc(N)nc3)s2)n1. Reaction SMILES: [Br:1][c:2]1[cH:3][cH:4][c:5](-[c:7]2[n:8][c:9]([CH3:23])[cH:10][c:11](-[c:13]3[cH:14][cH:15][c:16]([C:19]([F:20])([F:21])[F:22])[cH:17][cH:18]3)[cH:12]2)[s:6]1.[NH2:24][c:25]1[n:26][cH:27][c:28]([B:31]2[O:32][C:33]([CH3:34])([CH3:35])[C:36]([CH3:37])([CH3:38])[O:39]2)[cH:29][cH:30]1>>[c:2]1(-[c:28]2[cH:27][n:26][c:25]([NH2:24])[cH:30][cH:29]2)[cH:3][cH:4][c:5](-[c:7]2[n:8][c:9]([CH3:23])[cH:10][c:11](-[c:13]3[cH:14][cH:15][c:16]([C:19]([F:20])([F:21])[F:22])[cH:17][cH:18]3)[cH:12]2)[s:6]1.